Dataset: the Open Reaction Database (ORD), a public repository of structured organic reaction records. Task: describe an organic reaction: reactants, conditions, products, and yield Reactants: Cl (HCl), C(#N)C1=NC=C(C=N1)C1=C(C(=O)OC)C(=CC=C1)F (Methyl 2-(2-cyanopyrimidin-5-yl)-6-fluorobenzoate), [H][H] (hydrogen). The reagents and catalysts are [Pd] (Palladium on carbon). Run in CO (methanol). Reaction conditions: time 30 minute. Yields the product Cl.NCC1=NC=C(C=N1)C1=C(C(=O)OC)C(=CC=C1)F (methyl 2-[2-(aminomethyl)pyrimidin-5-yl]-6-fluorobenzoate hydrochloride). As a reaction SMILES: [C:1]([C:3]1[N:8]=[CH:7][C:6]([C:9]2[CH:18]=[CH:17][CH:16]=[C:15]([F:19])[C:10]=2[C:11]([O:13][CH3:14])=[O:12])=[CH:5][N:4]=1)#[N:2].[ClH:20].[H][H]>CO.[Pd]>[ClH:20].[NH2:2][CH2:1][C:3]1[N:4]=[CH:5][C:6]([C:9]2[CH:18]=[CH:17][CH:16]=[C:15]([F:19])[C:10]=2[C:11]([O:13][CH3:14])=[O:12])=[CH:7][N:8]=1 |f:5.6|. Reported procedure: Methyl 2-(2-cyanopyrimidin-5-yl)-6-fluorobenzoate (100 mg, 0.389 mmol) was dissolved in methanol (4.0 mL) under nitrogen. Palladium on carbon (840 mg, 10% wt/wt) and concentrated HCl (32 μL) were then added prior to exchanging the nitrogen for hydrogen. After 30 minutes the reaction was judged complete (LCMS). The reaction mixture was filtered through celite and the celite was washed with additional methanol. Removal of the solvent under reduced pressure provided methyl 2-[2-(aminomethyl)pyrimid... The reactants are C1CCOC1, [H-], CI, [Na+], CC1(C)C(C(=O)c2cn(CC3CCOCC3)c3cccc(O)c23)C1(C)C. Yields the product COc1cccc2c1c(C(=O)C1C(C)(C)C1(C)C)cn2CC1CCOCC1. RXN SMILES: [CH2:31]1[O:32][CH2:33][CH2:34][CH2:35]1.[H-:28].[I:29][CH3:30].[Na+:27].[OH:1][c:2]1[c:3]2[c:4]([C:18](=[O:19])[CH:20]3[C:21]([CH3:25])([CH3:26])[C:22]3([CH3:23])[CH3:24])[cH:5][n:6]([CH2:11][CH:12]3[CH2:13][CH2:14][O:15][CH2:16][CH2:17]3)[c:7]2[cH:8][cH:9][cH:10]1>>[O:1]([c:2]1[c:3]2[c:4]([C:18](=[O:19])[CH:20]3[C:21]([CH3:25])([CH3:26])[C:22]3([CH3:23])[CH3:24])[cH:5][n:6]([CH2:11][CH:12]3[CH2:13][CH2:14][O:15][CH2:16][CH2:17]3)[c:7]2[cH:8][cH:9][cH:10]1)[CH3:30]. Starting materials: CO, [K+], [OH-], O, CCCCOC(=O)CCOCCc1ccc2sccc2c1. Yields the product O=C(O)CCOCCc1ccc2sccc2c1. As a reaction SMILES: [CH3:1][OH:2].[K+:25].[OH-:24].[OH2:26].[s:3]1[cH:4][cH:5][c:6]2[c:7]1[cH:8][cH:9][c:10]([CH2:12][CH2:13][O:14][CH2:15][CH2:16][C:17](=[O:18])[O:19][CH2:20][CH2:21][CH2:22][CH3:23])[cH:11]2>>[s:3]1[cH:4][cH:5][c:6]2[c:7]1[cH:8][cH:9][c:10]([CH2:12][CH2:13][O:14][CH2:15][CH2:16][C:17](=[O:18])[OH:19])[cH:11]2. Solvent: O (water). Reaction conditions: time 1 hour. Procedure: To 5 ml of tetrahydrofuran were dissolved 0.56 g (1.8 mmol) of 4,4-difluoro-3-methyl-3-butenyl 2-methanesulfonyl-4-methylpyrimidine-5-carboxylate and 0.21 g (1.9 mmol) of thiophenol, followed by the addition of 0.30 g (2.8 mmol) of sodium carbonate and stirring at room temperature for 1 hour. The reaction liquid was then poured in water and extracted with diethyl ether. The organic layer was washed with water and a saturated saline solution in this order, followed by drying over anhydrous magnes... Starting materials: O1CCCC1 (tetrahydrofuran), CS(=O)(=O)C1=NC=C(C(=N1)C)C(=O)OCCC(=C(F)F)C (4,4-difluoro-3-methyl-3-butenyl 2-methanesulfonyl-4-methylpyrimidine-5-carboxylate), C1(=CC=CC=C1)S (thiophenol), C([O-])([O-])=O.[Na+].[Na+] (sodium carbonate). Product: CC1=NC(=NC=C1C(=O)OCCC(=C(F)F)C)SC1=CC=CC=C1 (4,4-difluoro-3-methyl-3-butenyl 4-methyl-2-(phenylthio)pyrimidine-5-carboxylate). The yield is 85.6%. RXN SMILES: O1CCCC1.[CH3:6][S:7]([C:10]1[N:15]=[C:14]([CH3:16])[C:13]([C:17]([O:19][CH2:20][CH2:21][C:22]([CH3:26])=[C:23]([F:25])[F:24])=[O:18])=[CH:12][N:11]=1)(=O)=O.[C:27]1(S)[CH:32]=[CH:31]C=[CH:29][CH:28]=1.C(=O)([O-])[O-].[Na+].[Na+]>O>[CH3:16][C:14]1[C:13]([C:17]([O:19][CH2:20][CH2:21][C:22]([CH3:26])=[C:23]([F:25])[F:24])=[O:18])=[CH:12][N:11]=[C:10]([S:7][C:6]2[CH:31]=[CH:32][CH:27]=[CH:28][CH:29]=2)[N:15]=1 |f:3.4.5|. The reactants are C(Cl)(Cl)Cl.CO (chloroform methanol), above solid, Cl.ClC1=CC(=C(CCl)C(=C1)Cl)N (4,6-dichloro-2-aminobenzyl chloride hydrochloride), ClC1=NC=CC=C1 (2-chloropyridine), Cl (hydrochloric acid). Run in ClC1=CC=CC=C1 (chlorobenzene), C(C)O (ethanol). The product is ClC1=C2CN3C(=NC2=CC(=C1)Cl)C=CC=C3 (1,3-dichloro-11H-pyrido[2,1-b]quinazoline). RXN SMILES: Cl.[Cl:2][C:3]1[CH:10]=[C:9]([Cl:11])[C:6]([CH2:7]Cl)=[C:5]([NH2:12])[CH:4]=1.Cl[C:14]1[CH:19]=[CH:18][CH:17]=[CH:16][N:15]=1.C(Cl)(Cl)Cl.CO.Cl>ClC1C=CC=CC=1.C(O)C>[Cl:11][C:9]1[CH:10]=[C:3]([Cl:2])[CH:4]=[C:5]2[C:6]=1[CH2:7][N:15]1[CH:14]=[CH:19][CH:18]=[CH:17][C:16]1=[N:12]2 |f:0.1,3.4|. Reported procedure: Five grams of the above solid 4,6-dichloro-2-aminobenzyl chloride hydrochloride was heated with 10 mL of 2-chloropyridine in 25 mL of chlorobenzene. The reaction was followed by TLC (300:20:1 chloroform/methanol/28% aqueous ammonia). When the reaction was complete, the reaction mixture was concentrated in vacuo (cold trap). The residue was basified with saturated aqueous potassium carbonate and distributed between 50 mL of chloroform and 50 mL of water. The chloroform layer was separated, dried ... The reactants are C1(=CC=C(C=C1)[Mg]Br)C (p-tolyl magnesium bromide), COC1=CC(CN(C1)C)=O (5-methoxy-1-methyl-1,6-dihydro-3[2H]pyridone), Cl (hydrochloric acid), CO (methanol). Solvent: CCOCC (ether), C1CCOC1 (THF). The product is CC1=CC=C(C=C1)C1=CC(CN(C1)C)=O (1,6-Dihydro-5-(4-methylphenyl)-1-methyl-3[2H]-pyridone). As a reaction SMILES: [C:1]1([CH3:9])[CH:6]=[CH:5][C:4]([Mg]Br)=[CH:3][CH:2]=1.CO[C:12]1[CH2:17][N:16]([CH3:18])[CH2:15][C:14](=[O:19])[CH:13]=1.CO.Cl>CCOCC.C1COCC1>[CH3:9][C:1]1[CH:6]=[CH:5][C:4]([C:12]2[CH2:17][N:16]([CH3:18])[CH2:15][C:14](=[O:19])[CH:13]=2)=[CH:3][CH:2]=1. Procedure: A solution of p-tolyl magnesium bromide (0.23 M) in ether (150 ml) was treated with a solution of 5-methoxy-1-methyl-1,6-dihydro-3[2H]pyridone (28.2 g, 0.2 M) in THF (200 ml) at such a rate as to maintain a gentle reflux. After 1 hour the reaction mixture was poured on to methanol (500 ml) and treated with 12 N hydrochloric acid (50 ml). Removal of the resulting crystals by filtration followed by air-drying gave the title compound (21 g) as the hydrochloride five quarters hydrate. Reaction conditions: time 4 hour. Yield: 18.6%. As a reaction SMILES: [CH:1]1([N:4]2[C:13]3[C:8](=[CH:9][C:10]([F:16])=[C:11](F)[C:12]=3[CH3:14])[C:7](=[O:17])[C:6]([C:18]([OH:20])=[O:19])=[CH:5]2)[CH2:3][CH2:2]1.[NH:21]1[CH2:26][CH2:25][NH:24][CH2:23][CH2:22]1>CS(C)=O>[CH:1]1([N:4]2[C:13]3[C:8](=[CH:9][C:10]([F:16])=[C:11]([N:21]4[CH2:26][CH2:25][NH:24][CH2:23][CH2:22]4)[C:12]=3[CH3:14])[C:7](=[O:17])[C:6]([C:18]([OH:20])=[O:19])=[CH:5]2)[CH2:3][CH2:2]1. The reactants are C1(CC1)N1C=C(C(C2=CC(=C(C(=C12)C)F)F)=O)C(=O)O (1-cyclopropyl-6,7-difluoro-1,4-dihydro-8-methyl-4-oxo-3-quinolinecarboxylic acid), N1CCNCC1 (piperazine). Product: C1(CC1)N1C=C(C(C2=CC(=C(C(=C12)C)N1CCNCC1)F)=O)C(=O)O (1-Cyclopropyl-6-fluoro-1,4-dihydro-8-methyl-4-oxo-7-(1-piperazinyl)-3-quinolinecarboxylic acid). The solvent is CS(=O)C (DMSO). Reported procedure: A mixture of 1-cyclopropyl-6,7-difluoro-1,4-dihydro-8-methyl-4-oxo-3-quinolinecarboxylic acid (200 mg), piperazine (250 mg) in anhydrous DMSO (2 ml) was stirred at 70° to 80° C. for 4 hours. After the reacting mixture was concentrated under reduced pressure, to the resulting residue was added methanol and the resulting precipitate was filtered off. After the filtrate was concentrated under reduced pressure, the resulting residue was purified by silica gel column chromatography eluting chloroform... Starting materials: CCI, CCOC(=O)C1=Cc2cc(O)cc(Cl)c2OC1C(F)(F)F, [K+], [K+], O=C([O-])[O-], CN(C)C=O, O. Yields the product CCOC(=O)C1=Cc2cc(OCC)cc(Cl)c2OC1C(F)(F)F. As a reaction SMILES: [CH2:28]([CH3:29])[I:30].[Cl:1][c:2]1[cH:3][c:4]([OH:21])[cH:5][c:6]2[c:11]1[O:10][CH:9]([C:12]([F:13])([F:14])[F:15])[C:8]([C:16](=[O:17])[O:18][CH2:19][CH3:20])=[CH:7]2.[K+:22].[K+:23].[O-:24][C:25]([O-:26])=[O:27].[O:32]=[CH:33][N:34]([CH3:35])[CH3:36].[OH2:31]>>[Cl:1][c:2]1[cH:3][c:4]([O:21][CH2:28][CH3:29])[cH:5][c:6]2[c:11]1[O:10][CH:9]([C:12]([F:13])([F:14])[F:15])[C:8]([C:16](=[O:17])[O:18][CH2:19][CH3:20])=[CH:7]2. Reactants: [OH-].[Na+] (NaOH), C(C1=CC=CC=C1)(C1=CC=CC=C1)N1CC(C1)(C#N)F (1-Benzhydryl-3-fluoroazetidine-3-carbonitrile), C(C)O (ethanol), Cl (HCl). Product: C(C1=CC=CC=C1)(C1=CC=CC=C1)N1CC(C1)(C(=O)O)F (1-benzhydryl-3-fluoroazetidine-3-carboxylic acid). Isolated yield 13.0%. Reaction SMILES: [CH:1]([N:14]1[CH2:17][C:16]([F:20])([C:18]#N)[CH2:15]1)([C:8]1[CH:13]=[CH:12][CH:11]=[CH:10][CH:9]=1)[C:2]1[CH:7]=[CH:6][CH:5]=[CH:4][CH:3]=1.[OH-:21].[Na+].Cl.C([OH:26])C>>[CH:1]([N:14]1[CH2:17][C:16]([F:20])([C:18]([OH:26])=[O:21])[CH2:15]1)([C:8]1[CH:13]=[CH:12][CH:11]=[CH:10][CH:9]=1)[C:2]1[CH:7]=[CH:6][CH:5]=[CH:4][CH:3]=1 |f:1.2|. Reported procedure: 1-Benzhydryl-3-fluoroazetidine-3-carbonitrile (3.5 g, 1.0 eq.) was dissolved in ethanol, and aq. NaOH solution (1N) was added. The reaction mixture was refluxed for 5 h, then was allowed to cool to room temperature, at which temperature, it was acidified with dilute HCl (pH=3) and extracted with ethyl acetate (50 mL×3). The combined organic layers were washed with brine, dried over sodium sulfate and concentrated under reduced pressure to obtain 0.5 g of 1-benzhydryl-3-fluoroazetidine-3-carboxyl... Reactants: Cc1ccc(S(=O)(=O)OCC2CC2(COC(=O)c2ccccc2)COC(=O)c2ccccc2)cc1, CO, ClC(Cl)Cl, [K+], [K+], Nc1nc(Cl)c2[nH]cnc2n1, O=C([O-])[O-], CN(C)C=O, O. Yields the product Nc1nc(Cl)c2ncn(CC3CC3(COC(=O)c3ccccc3)COC(=O)c3ccccc3)c2n1. Reaction SMILES: [C:1]([c:2]1[cH:3][cH:4][cH:5][cH:6][cH:7]1)(=[O:8])[O:9][CH2:10][C:11]1([CH2:26][O:27][C:28]([c:29]2[cH:30][cH:31][cH:32][cH:33][cH:34]2)=[O:35])[CH:12]([CH2:14][O:15][S:16]([c:17]2[cH:18][cH:19][c:20]([CH3:21])[cH:22][cH:23]2)(=[O:24])=[O:25])[CH2:13]1.[CH3:59][OH:60].[CH:61]([Cl:62])([Cl:63])[Cl:64].[K+:47].[K+:48].[NH2:36][c:37]1[n:38][c:39]([Cl:46])[c:40]2[nH:41][cH:42][n:43][c:44]2[n:45]1.[O-:49][C:50]([O-:51])=[O:52].[O:53]=[CH:54][N:55]([CH3:56])[CH3:57].[OH2:58]>>[C:1]([c:2]1[cH:3][cH:4][cH:5][cH:6][cH:7]1)(=[O:8])[O:9][CH2:10][C:11]1([CH2:26][O:27][C:28]([c:29]2[cH:30][cH:31][cH:32][cH:33][cH:34]2)=[O:35])[CH:12]([CH2:14][n:43]2[cH:42][n:41][c:40]3[c:39]([Cl:46])[n:38][c:37]([NH2:36])[n:45][c:44]32)[CH2:13]1.